Dataset: the Open Reaction Database (ORD), a public repository of structured organic reaction records. Task: describe an organic reaction: reactants, conditions, products, and yield Reactants: COC(=O)C=1C=C(C(=O)O)C=CC1 (3-[(methyloxy)carbonyl]benzoic acid), C(C)[BH-](CC)CC.[Li+] (lithium triethyl borohydride). The product is OCC=1C=C(C(=O)O)C=CC1 (3-(Hydroxymethyl)benzoic Acid). Yield: 89.4%. As a reaction SMILES: C[O:2][C:3]([C:5]1[CH:6]=[C:7]([CH:11]=[CH:12][CH:13]=1)[C:8](O)=[O:9])=[O:4].C([BH-](CC)CC)C.[Li+]>>[OH:9][CH2:8][C:7]1[CH:6]=[C:5]([CH:13]=[CH:12][CH:11]=1)[C:3]([OH:4])=[O:2] |f:1.2|. Procedure: To 3-[(methyloxy)carbonyl]benzoic acid (0.18 g, 1.0 mmol) was added lithium triethyl borohydride (3.0 mL, 1.0 M in THF, 3.0 mmol) while stirring. The mixture was stirred for 3 h and then quenched with NH4Cl (sat.) and acidified with HCl (aq.). This solution was extracted with EtOAc, and the extract was dried over Na2SO4, filtered and concentrated to afford the title compound 0.136 g (89%). LC-MS m/z 153 (M+H)+. Conditions: time 2 hour. Reactants: [N+](=O)([O-])C1=CC(=C(NCCN)C=C1)Cl (4-nitro-2-chloro-N-(β-aminoethyl) aniline), [N-]=C=O.[K+] (potassium isocyanate). RXN SMILES: [N+:1]([C:4]1[CH:13]=[CH:12][C:7]([NH:8][CH2:9][CH2:10][NH2:11])=[C:6]([Cl:14])[CH:5]=1)([O-:3])=[O:2].[N-:15]=[C:16]=[O:17].[K+]>O.C(O)(=O)C>[N+:1]([C:4]1[CH:13]=[CH:12][C:7]([NH:8][CH2:9][CH2:10][NH:11][C:16]([NH2:15])=[O:17])=[C:6]([Cl:14])[CH:5]=1)([O-:3])=[O:2] |f:1.2|. Procedure details: 100 g (0.46 mole) of 4-nitro-2-chloro-N-(β-aminoethyl) aniline is dissolved in a liter of water to which 29 cm3 of acetic acid has been added. 41.3 g (0.51 mole) of potassium isocyanate is added to this reaction mixture, which is then left at the ambient temperature for 2 hours. Drying yields 110 g of 4-nitro-2-chloro-N-(β-ureidoethyl) aniline which, after washing with dilute acetic acid and with water, followed by recrystallization in nitromethane, melts at 188° C. Yields the product [N+](=O)([O-])C1=CC(=C(NCCNC(=O)N)C=C1)Cl (4-nitro-2-chloro-N-(β-ureidoethyl) aniline). Solvent: O (water), C(C)(=O)O (acetic acid). Yield: 92.4%. Starting materials: CSC.B (Borane-dimethyl sulfide), C(C)(C)(C)OC(=O)N1[C@@H](C[C@@H](C1)OC1=CC2=CC=CC=C2C=C1)C(=O)O ((2S,4S)-1-tert-butoxycarbonyl-4-(2-naphthyloxy)-2-pyrrolidinylcarboxylic acid), O (water). Solvent: C1CCOC1 (THF). Reaction conditions: temperature 0 celsius. Product: C(C)(C)(C)OC(=O)N1[C@@H](C[C@@H](C1)OC1=CC2=CC=CC=C2C=C1)CO ((2S,4S)-1-tert-Butoxycarbonyl-4-(2-naphthyloxy)-2-pyrrolidinylmethanol). Isolated yield 102.3%. RXN SMILES: CSC.B.[C:5]([O:9][C:10]([N:12]1[CH2:16][C@@H:15]([O:17][C:18]2[CH:27]=[CH:26][C:25]3[C:20](=[CH:21][CH:22]=[CH:23][CH:24]=3)[CH:19]=2)[CH2:14][C@H:13]1[C:28](O)=[O:29])=[O:11])([CH3:8])([CH3:7])[CH3:6].O>C1COCC1>[C:5]([O:9][C:10]([N:12]1[CH2:16][C@@H:15]([O:17][C:18]2[CH:27]=[CH:26][C:25]3[C:20](=[CH:21][CH:22]=[CH:23][CH:24]=3)[CH:19]=2)[CH2:14][C@H:13]1[CH2:28][OH:29])=[O:11])([CH3:8])([CH3:7])[CH3:6] |f:0.1|. Reported procedure: Borane-dimethyl sulfide (0.63 ml, 6.3 mmol) was added to a solution of (2S,4S)-1-tert-butoxycarbonyl-4-(2-naphthyloxy)-2-pyrrolidinylcarboxylic acid (1.12 g, 3.13 mmol) in THF (30 ml) under stirring at 0° C. The reaction mixture was stirred at 50° C. for 1.5 hours. After the reaction mixture was cooled to 0° C., water (20 ml) was added thereto. The mixture was then extracted with ethyl acetate. The extract was washed with saturated brine, dried over anhydrous sodium sulfate and distilled under r... Starting materials: C(Cl)(Cl)(Cl)Cl (carbon tetrachloride), BrBr (bromine), C([O-])([O-])=O.[Ca+2] (calcium carbonate), C(Cl)(Cl)(Cl)Cl (carbon tetrachloride), OCC1=CC=CC=C1O (saligenin). The solvent is C(Cl)Cl (methylene chloride), C(Cl)Cl (methylene chloride). Run at time 24 hour. The product is BrC=1C=CC(=C(CO)C1)O (5-Bromo-2-hydroxybenzyl Alcohol). As a reaction SMILES: [Br:1]Br.C(Cl)(Cl)(Cl)Cl.[OH:8][CH2:9][C:10]1[C:15]([OH:16])=[CH:14][CH:13]=[CH:12][CH:11]=1.C(=O)([O-])[O-].[Ca+2]>C(Cl)Cl>[Br:1][C:12]1[CH:13]=[CH:14][C:15]([OH:16])=[C:10]([CH:11]=1)[CH2:9][OH:8] |f:3.4|. Procedure: At 0°-5° C., 11.5 ml. of bromine in 100 ml. of carbon tetrachloride was added dropwise to a suspension of 24.8 g. of saligenin and 24 g. of calcium carbonate in a solvent mixture of 200 ml. of carbon tetrachloride and 220 ml. of methylene chloride. The reaction mixture was stirred for 24 hours at room temperature, then filtered, and the precipitate was washed with carbon tetrachloride. The CCl4 /CH2Cl2 phase was discarded. The solid substance was taken up in ethyl acetate/water, and the organic ... Reactants: C(C)N1N=CC=2C1=NC(=C(C2C=2C=NC=C(C2)C)/C=C/C(=O)OCC)C(C)C (ethyl (2E)-3-[1-ethyl-6-isopropyl-4-(5-methyl-3-pyridyl)-1H-pyrazolo[3,4-b]pyridin-5-yl]acrylate). Reagents/catalysts: [OH-].[Pd+2].[OH-] (palladium hydroxide). Run in CO.CC(=O)O (MeOH AcOH). Product: C(C)N1N=CC=2C1=NC(=C(C2C=2C=NC=C(C2)C)CCC(=O)OCC)C(C)C (ethyl 3-[1-ethyl-6-isopropyl-4-(5-methyl-3-pyridyl)-1H-pyrazolo[3,4-b]pyridin-5-yl]propanoate). The yield is 45.7%. RXN SMILES: [CH2:1]([N:3]1[C:7]2=[N:8][C:9]([CH:26]([CH3:28])[CH3:27])=[C:10](/[CH:19]=[CH:20]/[C:21]([O:23][CH2:24][CH3:25])=[O:22])[C:11]([C:12]3[CH:13]=[N:14][CH:15]=[C:16]([CH3:18])[CH:17]=3)=[C:6]2[CH:5]=[N:4]1)[CH3:2]>CO.CC(O)=O.[OH-].[Pd+2].[OH-]>[CH2:1]([N:3]1[C:7]2=[N:8][C:9]([CH:26]([CH3:28])[CH3:27])=[C:10]([CH2:19][CH2:20][C:21]([O:23][CH2:24][CH3:25])=[O:22])[C:11]([C:12]3[CH:13]=[N:14][CH:15]=[C:16]([CH3:18])[CH:17]=3)=[C:6]2[CH:5]=[N:4]1)[CH3:2] |f:1.2,3.4.5|. Procedure: A solution of ethyl (2E)-3-[1-ethyl-6-isopropyl-4-(5-methyl-3-pyridyl)-1H-pyrazolo[3,4-b]pyridin-5-yl]acrylate (268 mg) in MeOH-AcOH (90:10, 10 ml) was hydrogenated (3 atm) over palladium hydroxide (38 mg) at room temperature for 8 hours. The reaction mixture was filtered through celite pad and the filtrate was concentrated in vacuo. The residue was dissolved in EtOAc and washed with saturated aqueous NaHCO3, water, brine, dried over anhydrous MgSO4 and concentrated in vacuo. The residue was pur...